This data is from the Open Reaction Database (ORD), a public repository of structured organic reaction records. The task is: describe an organic reaction: reactants, conditions, products, and yield Reactants: CN(C(=O)C1=CC2=C(N=C(N=C2)NC2=NC=C(C=C2)N2CCNCC2)N1C1CCCC1)C (7-cyclopentyl-2-(5-piperazin-1-yl-pyridin-2-ylamino)-7H-pyrrolo[2,3-d]pyrimidine-6-carboxylic acid dimethylamide), CC(=O)C (acetone), [BH-](OC(=O)C)(OC(=O)C)OC(=O)C.[Na+] (NaB(OAc)3H). The solvent is ClCCl (dichloromethane). Reaction conditions: time 18 hour. Yields the product CN(C(=O)C1=CC2=C(N=C(N=C2)NC2=NC=C(C=C2)N2CCN(CC2)C(C)C)N1C1CCCC1)C (7-cyclopentyl-2-[5-(4-isopropyl-piperazin-1-yl)-pyridin-2-ylamino]-7H-pyrrolo[2,3-d]pyrimidine-6-carboxylic acid dimethylamide). Isolated yield 61.0%. As a reaction SMILES: [CH3:1][N:2]([CH3:32])[C:3]([C:5]1[N:26]([CH:27]2[CH2:31][CH2:30][CH2:29][CH2:28]2)[C:8]2[N:9]=[C:10]([NH:13][C:14]3[CH:19]=[CH:18][C:17]([N:20]4[CH2:25][CH2:24][NH:23][CH2:22][CH2:21]4)=[CH:16][N:15]=3)[N:11]=[CH:12][C:7]=2[CH:6]=1)=[O:4].[CH3:33][C:34]([CH3:36])=O.[BH-](OC(C)=O)(OC(C)=O)OC(C)=O.[Na+]>ClCCl>[CH3:1][N:2]([CH3:32])[C:3]([C:5]1[N:26]([CH:27]2[CH2:31][CH2:30][CH2:29][CH2:28]2)[C:8]2[N:9]=[C:10]([NH:13][C:14]3[CH:19]=[CH:18][C:17]([N:20]4[CH2:21][CH2:22][N:23]([CH:34]([CH3:36])[CH3:33])[CH2:24][CH2:25]4)=[CH:16][N:15]=3)[N:11]=[CH:12][C:7]=2[CH:6]=1)=[O:4] |f:2.3|. Procedure details: To a solution of 7-cyclopentyl-2-(5-piperazin-1-yl-pyridin-2-ylamino)-7H-pyrrolo[2,3-d]pyrimidine-6-carboxylic acid dimethylamide (30 mg, 0.069 mmol) in 10 mL of dichloromethane is added 1 mL of acetone and NaB(OAc)3H (30 mg, 0.138 mmol). The resulting mixture is stirred at room temperature for 18 h. Following purification by preparative LCMS gave 7-cyclopentyl-2-[5-(4-isopropyl-piperazin-1-yl)-pyridin-2-ylamino]-7H-pyrrolo[2,3-d]pyrimidine-6-carboxylic acid dimethylamide (20 mg, 61%). MS (ESI) ... Starting materials: N1(CCOCC1)CCC#CC=1C=C(C=O)C=CC1 (3-(4-Morpholin-4-yl-but-1-ynyl)-benzaldehyde), N1CCSCC1 (thiomorpholine). Yields the product N1(CCSCC1)CC=1C=C(C=CC1)C#CCCN1CCOCC1 (4-[4-(3-Thiomorpholin-4-ylmethyl-phenyl)-but-3-ynyl]-morpholine). As a reaction SMILES: [N:1]1([CH2:7][CH2:8][C:9]#[C:10][C:11]2[CH:12]=[C:13]([CH:16]=[CH:17][CH:18]=2)[CH:14]=O)[CH2:6][CH2:5][O:4][CH2:3][CH2:2]1.[NH:19]1[CH2:24][CH2:23][S:22][CH2:21][CH2:20]1>>[N:19]1([CH2:14][C:13]2[CH:12]=[C:11]([C:10]#[C:9][CH2:8][CH2:7][N:1]3[CH2:6][CH2:5][O:4][CH2:3][CH2:2]3)[CH:18]=[CH:17][CH:16]=2)[CH2:24][CH2:23][S:22][CH2:21][CH2:20]1. Reported procedure: May be prepared analogously to Example 15 using the product of Example 10 and thiomorpholine. Reactants: CC(=O)OC(CF)c1ncccc1S(=O)(=O)NC(C)(C)C, O=C(O)C(F)(F)F. Product: CC(=O)OC(CF)c1ncccc1S(N)(=O)=O. Reaction SMILES: [C:1]([CH3:2])(=[O:3])[O:4][CH:5]([CH2:6][F:7])[c:8]1[n:9][cH:10][cH:11][cH:12][c:13]1[S:14](=[O:15])(=[O:16])[NH:17][C:18]([CH3:19])([CH3:20])[CH3:21].[OH:22][C:23]([C:24]([F:25])([F:26])[F:27])=[O:28]>>[C:1]([CH3:2])(=[O:3])[O:4][CH:5]([CH2:6][F:7])[c:8]1[n:9][cH:10][cH:11][cH:12][c:13]1[S:14](=[O:15])(=[O:16])[NH2:17]. Reaction SMILES: N#N.[CH3:3][C:4]1[O:5][C:6]([C:12]2[CH:13]=[C:14]([CH3:18])[CH:15]=[CH:16][CH:17]=2)=[C:7]([C:9]([OH:11])=O)[N:8]=1.C1C=CC2N(O)N=NC=2C=1.C(Cl)CCl.[C:33]([Si:37]([CH3:54])([CH3:53])[O:38][CH:39]([C:41]1[O:42][C:43]([CH2:46][N:47]2[N:51]=[C:50]([NH2:52])[CH:49]=[N:48]2)=[CH:44][N:45]=1)[CH3:40])([CH3:36])([CH3:35])[CH3:34]>C(Cl)Cl.CN(C1C=CN=CC=1)C.O>[C:33]([Si:37]([CH3:54])([CH3:53])[O:38][CH:39]([C:41]1[O:42][C:43]([CH2:46][N:47]2[N:51]=[C:50]([NH:52][C:9]([C:7]3[N:8]=[C:4]([CH3:3])[O:5][C:6]=3[C:12]3[CH:13]=[C:14]([CH3:18])[CH:15]=[CH:16][CH:17]=3)=[O:11])[CH:49]=[N:48]2)=[CH:44][N:45]=1)[CH3:40])([CH3:36])([CH3:35])[CH3:34]. Solvent: O (water), C(Cl)Cl (CH2Cl2), C(Cl)Cl (CH2Cl2), C(Cl)Cl (CH2Cl2). Procedure details: In a flame dried round-bottomed flask equipped with a magnetic stir bar and under inert atmosphere (N2), a solution of 2-methyl-5-m-tolyl-oxazole-4-carboxylic acid (34 mg, 0.16 mmol) in CH2Cl2 (1.0 mL) was treated at rt with HOBt (25 mg, 0.19 mmol), EDC (74 mg, 0.38 mmol), DMAP (5 mg, 0.04 mmol) and the resulting mixture was stirred at rt for 30 min. 2-{2-[1-(tert-Butyl-dimethyl-silanyloxy)-ethyl]-oxazol-5-ylmethyl}-2H-[1,2,3]triazol-4-ylamine (50 mg, 0.16 mmol) in CH2Cl2 (0.6 mL) was then added... Reagents/catalysts: CN(C)C=1C=CN=CC1 (DMAP). Starting materials: N#N (N2), C(C)(C)(C)[Si](OC(C)C=1OC(=CN1)CN1N=CC(=N1)N)(C)C (2-{2-[1-(tert-Butyl-dimethyl-silanyloxy)-ethyl]-oxazol-5-ylmethyl}-2H-[1,2,3]triazol-4-ylamine), CC=1OC(=C(N1)C(=O)O)C=1C=C(C=CC1)C (2-methyl-5-m-tolyl-oxazole-4-carboxylic acid), C=1C=CC2=C(C1)N=NN2O (HOBt), C(CCl)Cl (EDC). Reaction conditions: time 30 minute. Product: C(C)(C)(C)[Si](OC(C)C=1OC(=CN1)CN1N=CC(=N1)NC(=O)C=1N=C(OC1C=1C=C(C=CC1)C)C)(C)C (2-Methyl-5-m-tolyl-oxazole-4-carboxylic acid (2-{2-[1-(tert-butyl-dimethyl-silanyloxy)-ethyl]-oxazol-5-ylmethyl}-2H-[1,2,3]triazol-4-yl)-amide). Starting materials: Cl (hydrochloric acid), ClC=1SC(=CN1)CN(C(=N[N+](=O)[O-])NC)C(=O)OC1=CC=CC=C1 (1-(2-chloro-5-thiazolylmethyl)-1- phenoxycarbonyl-3-methyl-2-nitroguanidine), C(OC1=CC=CC=C1)(=O)Cl (phenyl chlorocarbonate), N1=CC=CC=C1 (pyridine), C(OC1=CC=CC=C1)(=O)Cl (phenyl chlorocarbonate), N1=CC=CC=C1 (pyridine), C(OC1=CC=CC=C1)(=O)Cl (phenyl chlorocarbonate). Run in O (water), C(Cl)(Cl)Cl (CHCl3), CC#N (CH3CN), CC#N (CH3CN). Run at time 1 hour. Yields the product ClC=1SC(=CN1)CN(C(=N[N+](=O)[O-])N(C)C(=O)OC1=CC=CC=C1)C(=O)OC1=CC=CC=C1 (1-(2-chloro-5-thiazolylmethyl)-I,3-diphenoxycarbonyl-3-methyl-2-nitroguanidine). RXN SMILES: [Cl:1][C:2]1[S:3][C:4]([CH2:7][N:8]([C:16]([O:18][C:19]2[CH:24]=[CH:23][CH:22]=[CH:21][CH:20]=2)=[O:17])[C:9]([NH:14][CH3:15])=[N:10][N+:11]([O-:13])=[O:12])=[CH:5][N:6]=1.N1C=CC=CC=1.[C:31](Cl)(=[O:39])[O:32][C:33]1[CH:38]=[CH:37][CH:36]=[CH:35][CH:34]=1.Cl>CC#N.O.C(Cl)(Cl)Cl>[Cl:1][C:2]1[S:3][C:4]([CH2:7][N:8]([C:16]([O:18][C:19]2[CH:24]=[CH:23][CH:22]=[CH:21][CH:20]=2)=[O:17])[C:9]([N:14]([C:31]([O:32][C:33]2[CH:38]=[CH:37][CH:36]=[CH:35][CH:34]=2)=[O:39])[CH3:15])=[N:10][N+:11]([O-:13])=[O:12])=[CH:5][N:6]=1. Reported procedure: A mixture of 1-(2-chloro-5-thiazolylmethyl)-1- phenoxycarbonyl-3-methyl-2-nitroguanidine (Compound No. 6), CH3CN (15 ml) and pyridine (0.55 ml) was cooled to 3°-C. followed by addition of phenyl chlorocarbonate (1.7 ml) in CH3CN (3 ml) below 8° C. over 2 minutes under stirring. After stirring at the same temperature for 1 hour and 25 minutes and then at room temperature for 1 hour, pyridine (0.55 ml) and phenyl chlorocarbonate (1.7 ml) was added to the mixture followed by stirring at room temper... The yield is 87.8%. Conditions: time 18 hour. The reactants are [BH4-].[Na+] (sodium borohydride), ClC1=CC=C(C=C1)SCC(C(C(C)(C)C)=O)N1N=CN=C1 (1-(4-chlorophenylthio)-4,4-dimethyl-2-(1,2,4-triazol-1-yl)-pentan-3-one), [Cl-].[Ca+2].[Cl-] (calcium chloride). The product is ClC1=CC=C(C=C1)SCC(C(C(C)(C)C)O)N1N=CN=C1 (1-(4-chlorophenylthio)-4,4-dimethyl-2-(1,2,4-triazol-1-yl) -pentan-3-ol). As a reaction SMILES: [BH4-].[Na+].[Cl:3][C:4]1[CH:9]=[CH:8][C:7]([S:10][CH2:11][CH:12]([N:19]2[CH:23]=[N:22][CH:21]=[N:20]2)[C:13](=[O:18])[C:14]([CH3:17])([CH3:16])[CH3:15])=[CH:6][CH:5]=1.[Cl-].[Ca+2].[Cl-]>O.C(O)(C)C>[Cl:3][C:4]1[CH:5]=[CH:6][C:7]([S:10][CH2:11][CH:12]([N:19]2[CH:23]=[N:22][CH:21]=[N:20]2)[CH:13]([OH:18])[C:14]([CH3:17])([CH3:16])[CH3:15])=[CH:8][CH:9]=1 |f:0.1,3.4.5|. Reported procedure: 1.39 g (0.0367 mol) of sodium borohydride in 30 ml of water were slowly added dropwise to a mixture of 16.2 g (0.05 mol) of 1-(4-chlorophenylthio)-4,4-dimethyl-2-(1,2,4-triazol-1-yl)-pentan-3-one (prepared as described in Example 1) and 3.86 g (0.035 mol) of calcium chloride in 250 ml of isopropanol at -15° C. After 18 hours, the reaction mixture was concentrated in vacuo, the residue was taken up in methylene chloride, and the solution was washed with water, dried over sodium sulphate, filtered... Solvent: O (water), C(C)(C)O (isopropanol). The reactants are Brc1ccc2nc(C3CC(N4CCCCC4)C3)sc2c1, CCO, CC1(C)OB(c2cnn(C(c3ccccc3)(c3ccccc3)c3ccccc3)c2)OC1(C)C, c1ccc(-c2ccccc2P(C2CCCCC2)C2CCCCC2)cc1, [Na+], [Na+], O=C([O-])[O-], C1COCCO1. The product is c1ccc(C(c2ccccc2)(c2ccccc2)n2cc(-c3ccc4nc(C5CC(N6CCCCC6)C5)sc4c3)cn2)cc1. Reaction SMILES: [Br:1][c:2]1[cH:3][c:4]2[c:5]([n:6][c:7]([CH:9]3[CH2:10][CH:11]([N:13]4[CH2:14][CH2:15][CH2:16][CH2:17][CH2:18]4)[CH2:12]3)[s:8]2)[cH:19][cH:20]1.[CH2:91]([OH:92])[CH3:93].[CH3:21][C:22]1([CH3:23])[C:24]([CH3:25])([CH3:26])[O:27][B:28]([c:29]2[cH:30][n:31][n:32]([C:34]([c:35]3[cH:36][cH:37][cH:38][cH:39][cH:40]3)([c:41]3[cH:42][cH:43][cH:44][cH:45][cH:46]3)[c:47]3[cH:48][cH:49][cH:50][cH:51][cH:52]3)[cH:33]2)[O:53]1.[CH:54]1([P:55]([CH:56]2[CH2:57][CH2:58][CH2:59][CH2:60][CH2:61]2)[c:62]2[cH:63][cH:64][cH:65][cH:66][c:67]2-[c:68]2[cH:69][cH:70][cH:71][cH:72][cH:73]2)[CH2:74][CH2:75][CH2:76][CH2:77][CH2:78]1.[Na+:79].[Na+:80].[O-:81][C:82](=[O:83])[O-:84].[O:85]1[CH2:86][CH2:87][O:88][CH2:89][CH2:90]1>>[c:2]1(-[c:29]2[cH:30][n:31][n:32]([C:34]([c:35]3[cH:36][cH:37][cH:38][cH:39][cH:40]3)([c:41]3[cH:42][cH:43][cH:44][cH:45][cH:46]3)[c:47]3[cH:48][cH:49][cH:50][cH:51][cH:52]3)[cH:33]2)[cH:3][c:4]2[c:5]([n:6][c:7]([CH:9]3[CH2:10][CH:11]([N:13]4[CH2:14][CH2:15][CH2:16][CH2:17][CH2:18]4)[CH2:12]3)[s:8]2)[cH:19][cH:20]1. Reactants: ClC=1C(=NOC1C1=CC=C(C=C1)C(F)(F)F)C(=O)Cl (4-chloro-5-(4-(trifluoromethyl)phenyl)isoxazole-3-carbonyl chloride), NC=1C=C(C=CC1)O (3-aminophenol), C([O-])([O-])=O.[K+].[K+] (potassium carbonate). Run in ClCCl (dichloromethane). Reaction conditions: temperature 45 celsius. Yields the product ClC=1C(=NOC1C1=CC=C(C=C1)C(F)(F)F)C(=O)NC1=CC(=CC=C1)O (4-Chloro-5-(4-(trifluoromethyl)phenyl)-N-(3-hydroxyphenyl)isoxazole-3-carboxamide). RXN SMILES: [Cl:1][C:2]1[C:3]([C:17](Cl)=[O:18])=[N:4][O:5][C:6]=1[C:7]1[CH:12]=[CH:11][C:10]([C:13]([F:16])([F:15])[F:14])=[CH:9][CH:8]=1.[NH2:20][C:21]1[CH:22]=[C:23]([OH:27])[CH:24]=[CH:25][CH:26]=1.C(=O)([O-])[O-].[K+].[K+]>ClCCl>[Cl:1][C:2]1[C:3]([C:17]([NH:20][C:21]2[CH:26]=[CH:25][CH:24]=[C:23]([OH:27])[CH:22]=2)=[O:18])=[N:4][O:5][C:6]=1[C:7]1[CH:12]=[CH:11][C:10]([C:13]([F:16])([F:15])[F:14])=[CH:9][CH:8]=1 |f:2.3.4|. Procedure: A mixture of 4-chloro-5-(4-(trifluoromethyl)phenyl)isoxazole-3-carbonyl chloride (15 mg, 0.05 mmol), 3-aminophenol (12.7 mg, 0.10 mmol) and potassium carbonate (7 mg, 0.05 mmol) in dichloromethane (8 mL) was heated to 45° C. overnight. The volatiles were removed in vacuo and the compound was purified by silica gel chromatography eluting with 3% methanol in dichloromethane to afford the title compound: (7.7 mg, 0.02 mmol). MS (ESI) m/z (M+H+): 383.1. Reactants: II (iodine), C(=O)(OC(C)(C)C)N1CCC(CC1)CCCO (3-(N-Boc-Piperidin-4-yl)propanol), ClP(C1=CC=CC=C1)C1=CC=CC=C1 (chlorodiphenylphosphine), N1C=NC=C1 (imidazole). The solvent is C1(=CC=CC=C1)C (toluene), C1(=CC=CC=C1)C (toluene). The product is C(=O)(OC(C)(C)C)N1CCC(CC1)CCCI (3-(N-Boc-Piperidin-4-yl)propyl iodide), EtOAc hexanes. Isolated yield 10.0%. As a reaction SMILES: [C:1]([N:8]1[CH2:13][CH2:12][CH:11]([CH2:14][CH2:15][CH2:16]O)[CH2:10][CH2:9]1)([O:3][C:4]([CH3:7])([CH3:6])[CH3:5])=[O:2].ClP(C1C=CC=CC=1)C1C=CC=CC=1.N1C=CN=C1.[I:37]I>C1(C)C=CC=CC=1>[C:1]([N:8]1[CH2:13][CH2:12][CH:11]([CH2:14][CH2:15][CH2:16][I:37])[CH2:10][CH2:9]1)([O:3][C:4]([CH3:7])([CH3:6])[CH3:5])=[O:2]. Procedure: To a stirred mixture of 3-3 (22.7 g, 93 mmol), chlorodiphenylphosphine (21.7 mL, 0.12 mol), imidazole (19.0 g, 0.28 mol), and toluene (300 mL) at 0° C. was added iodine (30.6 g, 0.12 mol) in toluene (700 mL) followed by removal of the cooling bath. After 2.0 h the reaction mixture was washed with saturated Na2CO3, 5% Na2S2O3, 10% KHSO4 and brine, dried (MgSO4), and concentrated. Flash chromatography (silica, 30% EtOAc/hexanes) gave 3-4 as a colorless oil, RF 0.41 (silica, 10% EtOAc/hexanes. The reactants are CO, CCCOC(=O)c1cc2c(cc1Cl)CC(C)(C)NC2=CC(=O)C1CCCCC1, Cl, [Na+], C1CCOC1, [OH-]. Yields the product CC1(C)Cc2cc(Cl)c(C(=O)O)cc2C(=CC(=O)C2CCCCC2)N1. Reaction SMILES: [CH3:37][OH:38].[Cl:6][c:7]1[cH:8][c:9]2[c:14]([cH:15][c:16]1[C:17](=[O:18])[O:19][CH2:20][CH2:21][CH3:22])[C:13](=[CH:23][C:24](=[O:25])[CH:26]1[CH2:27][CH2:28][CH2:29][CH2:30][CH2:31]1)[NH:12][C:11]([CH3:32])([CH3:33])[CH2:10]2.[ClH:36].[Na+:35].[O:1]1[CH2:2][CH2:3][CH2:4][CH2:5]1.[OH-:34]>>[Cl:6][c:7]1[cH:8][c:9]2[c:14]([cH:15][c:16]1[C:17](=[O:18])[OH:19])[C:13](=[CH:23][C:24](=[O:25])[CH:26]1[CH2:27][CH2:28][CH2:29][CH2:30][CH2:31]1)[NH:12][C:11]([CH3:32])([CH3:33])[CH2:10]2.